Dataset: the Open Reaction Database (ORD), a public repository of structured organic reaction records. Task: describe an organic reaction: reactants, conditions, products, and yield The reactants are O=C(Cl)OCc1ccccc1, Cl, NCC1CCc2cc(I)ccc2O1, [Na+], C1CCOC1, [OH-]. Yields the product O=C(NCC1CCc2cc(I)ccc2O1)OCc1ccccc1. Reaction SMILES: [CH2:15]([c:16]1[cH:17][cH:18][cH:19][cH:20][cH:21]1)[O:22][C:23](=[O:24])[Cl:25].[ClH:1].[I:2][c:3]1[cH:4][c:5]2[c:10]([cH:11][cH:12]1)[O:9][CH:8]([CH2:13][NH2:14])[CH2:7][CH2:6]2.[Na+:27].[O:28]1[CH2:29][CH2:30][CH2:31][CH2:32]1.[OH-:26]>>[I:2][c:3]1[cH:4][c:5]2[c:10]([cH:11][cH:12]1)[O:9][CH:8]([CH2:13][NH:14][C:23]([O:22][CH2:15][c:16]1[cH:17][cH:18][cH:19][cH:20][cH:21]1)=[O:24])[CH2:7][CH2:6]2. Reactants: C[Si](N[Si](C)(C)C)(C)C.[Li] (lithium hexamethyldisilazane), solution, CON(C(C1=CC(=C(C(=C1)OC)OC)OC)=O)C (N-methoxy-N-methyl-(3,4,5-trimethoxy)benzamide), C1(=CC=CC=C1)C#C (phenylacetylene). The solvent is O1CCCC1 (tetrahydrofuran), O1CCCC1 (tetrahydrofuran). Reaction conditions: time 1 hour. Product: COC=1C=C(C=C(C1OC)OC)C(C#CC1=CC=CC=C1)=O (1-(3,4,5-Trimethoxyphenyl)-3-phenyl-2-propyne-1-one). Isolated yield 34.9%. RXN SMILES: C[Si](C)(C)N[Si](C)(C)C.[Li].[C:11]1([C:17]#[CH:18])[CH:16]=[CH:15][CH:14]=[CH:13][CH:12]=1.CON(C)[C:22](=[O:35])[C:23]1[CH:28]=[C:27]([O:29][CH3:30])[C:26]([O:31][CH3:32])=[C:25]([O:33][CH3:34])[CH:24]=1>O1CCCC1>[CH3:30][O:29][C:27]1[CH:28]=[C:23]([C:22](=[O:35])[C:18]#[C:17][C:11]2[CH:16]=[CH:15][CH:14]=[CH:13][CH:12]=2)[CH:24]=[C:25]([O:33][CH3:34])[C:26]=1[O:31][CH3:32] |f:0.1,^1:9|. Reported procedure: Place lithium hexamethyldisilazane (3 mL of a 1M solution in tetrahydrofuran, 3 mmol) and tetrahydrofuran (10 mL) under an argon atmosphere and cool to 0° C. Add phenylacetylene (0.33 mL, 3 mmol) and stir at 0° C. for 30 minutes. Add N-methoxy-N-methyl-(3,4,5-trimethoxy)benzamide (0.76 g, 3 mmol), remove the cooling bath and stir at room temperature for 1 hour. Partition between ethyl ether and saturated aqueous sodium chloride, separate the organic phase and dry (MgSO4). Filter and evaporate th... Starting materials: COc1cccc(CBr)c1, O=C([O-])[O-], CCOC(C)=O, COC(=O)c1ccc(CNC(=O)c2cc(O)ccc2Cl)cc1, [K+], [K+], CN(C)C=O, O. Yields the product COC(=O)c1ccc(CNC(=O)c2cc(OCc3cccc(OC)c3)ccc2Cl)cc1. As a reaction SMILES: [Br:29][CH2:30][c:31]1[cH:32][c:33]([O:37][CH3:38])[cH:34][cH:35][cH:36]1.[C:23](=[O:24])([O-:25])[O-:26].[CH3:44][CH2:45][O:46][C:47](=[O:48])[CH3:49].[Cl:1][c:2]1[c:3]([C:9](=[O:10])[NH:11][CH2:12][c:13]2[cH:14][cH:15][c:16]([C:17](=[O:18])[O:19][CH3:20])[cH:21][cH:22]2)[cH:4][c:5]([OH:8])[cH:6][cH:7]1.[K+:27].[K+:28].[O:39]=[CH:40][N:41]([CH3:42])[CH3:43].[OH2:50]>>[Cl:1][c:2]1[c:3]([C:9](=[O:10])[NH:11][CH2:12][c:13]2[cH:14][cH:15][c:16]([C:17](=[O:18])[O:19][CH3:20])[cH:21][cH:22]2)[cH:4][c:5]([O:8][CH2:30][c:31]2[cH:32][c:33]([O:37][CH3:38])[cH:34][cH:35][cH:36]2)[cH:6][cH:7]1. The reactants are NC1=C(N=C(S1)C1=C(C=CC=C1F)F)C(=O)NC=1C=NN(C1N1CCC(CC2(CCO2)C1)N)C (5-amino-N-[5-(6-amino-1-oxa-9-azaspiro[3.6]decan-9-yl)-1-methyl-pyrazol-4-yl]-2-(2,6-difluorophenyl)thiazole-4-carboxamide), C=C1C[C@H](CCN(C1)C=1N(N=CC1[N+](=O)[O-])C)NC(OC(C)(C)C)=O (tert-butyl N-[(4R)-6-methylene-1-(2-methyl-4-nitro-pyrazol-3-yl)azepan-4-yl]carbamate). Product: NC1=C(N=C(S1)C1=C(C=CC=C1F)F)C(=O)NC=1C=NN(C1N1CC(C[C@H](CC1)N)=C)C (5-amino-N-[5-[(5R)-5-amino-3-methylene-azepan-1-yl]-1-methyl-pyrazol-4-yl]-2-(2,6-difluorophenyl)thiazole-4-carboxamide). RXN SMILES: [NH2:1][C:2]1[S:6][C:5]([C:7]2[C:12]([F:13])=[CH:11][CH:10]=[CH:9][C:8]=2[F:14])=[N:4][C:3]=1[C:15]([NH:17][C:18]1[CH:19]=[N:20][N:21]([CH3:34])[C:22]=1[N:23]1[CH2:32][C:28]2(OC[CH2:29]2)[CH2:27][CH:26]([NH2:33])[CH2:25][CH2:24]1)=[O:16].C=C1CN(C2N(C)N=CC=2[N+]([O-])=O)CC[C@H](NC(=O)OC(C)(C)C)C1>>[NH2:1][C:2]1[S:6][C:5]([C:7]2[C:8]([F:14])=[CH:9][CH:10]=[CH:11][C:12]=2[F:13])=[N:4][C:3]=1[C:15]([NH:17][C:18]1[CH:19]=[N:20][N:21]([CH3:34])[C:22]=1[N:23]1[CH2:24][CH2:25][C@H:26]([NH2:33])[CH2:27][C:28](=[CH2:29])[CH2:32]1)=[O:16]. Reported procedure: In the preparation of 448, tert-butyl N-[(4R)-6-methylene-1-(2-methyl-4-nitro-pyrazol-3-yl)azepan-4-yl]carbamate was converted to 449. 1H NMR (400 MHz, DMSO) δ 8.73 (s, 1H), 7.56 (s, 1H), 7.55-7.41 (m, 3H), 7.26 (t, J=8.7 Hz, 2H), 4.89 (d, J=9.7 Hz, 2H), 3.86-3.71 (m, 2H), 3.67 (s, 3H), 3.16-3.05 (m, 1H), 3.05-2.92 (m, 1H), 2.85 (s, 1H), 2.44-2.28 (m, 1H), 1.82-1.69 (m, 2H), 1.53-1.35 (m, 1H). LCMS (ES+) m/z 460 (M+1)